This data is from the Open Reaction Database (ORD), a public repository of structured organic reaction records. The task is: describe an organic reaction: reactants, conditions, products, and yield The reactants are CC(C)(O)C(=O)O, CN(C(=O)c1ccc(Cl)cc1)C1CCN(C(=O)C2CCNCC2)CC1c1ccc(Cl)c(Cl)c1, Cl. Yields the product CN(C(=O)c1ccc(Cl)cc1)C1CCN(C(=O)C2CCN(C(=O)C(C)(C)O)CC2)CC1c1ccc(Cl)c(Cl)c1. Reaction SMILES: [CH3:35][C:36]([CH3:37])([OH:38])[C:39]([OH:40])=[O:41].[Cl:2][c:3]1[cH:4][cH:5][c:6]([C:7](=[O:8])[N:9]([CH3:10])[CH:11]2[CH:12]([c:25]3[cH:26][c:27]([Cl:32])[c:28]([Cl:31])[cH:29][cH:30]3)[CH2:13][N:14]([C:17](=[O:18])[CH:19]3[CH2:20][CH2:21][NH:22][CH2:23][CH2:24]3)[CH2:15][CH2:16]2)[cH:33][cH:34]1.[ClH:1]>>[Cl:2][c:3]1[cH:4][cH:5][c:6]([C:7](=[O:8])[N:9]([CH3:10])[CH:11]2[CH:12]([c:25]3[cH:26][c:27]([Cl:32])[c:28]([Cl:31])[cH:29][cH:30]3)[CH2:13][N:14]([C:17](=[O:18])[CH:19]3[CH2:20][CH2:21][N:22]([C:39]([C:36]([CH3:35])([CH3:37])[OH:38])=[O:40])[CH2:23][CH2:24]3)[CH2:15][CH2:16]2)[cH:33][cH:34]1. Product: CCCCCCCCCCCCCCCc1cccc(OCC)c1C(=O)Cl. As a reaction SMILES: [CH2:1]([CH3:2])[O:3][c:4]1[c:5]([C:6](=[O:7])[OH:8])[c:9]([CH2:13][CH2:14][CH2:15][CH2:16][CH2:17][CH2:18][CH2:19][CH2:20][CH2:21][CH2:22][CH2:23][CH2:24][CH2:25][CH2:26][CH3:27])[cH:10][cH:11][cH:12]1.[CH3:32][N:33]([CH3:34])[CH:35]=[O:36].[CH3:37][CH2:38][CH2:39][CH2:40][CH2:41][CH3:42].[S:28]([Cl:29])([Cl:30])=[O:31]>>[CH2:1]([CH3:2])[O:3][c:4]1[c:5]([C:6](=[O:7])[Cl:30])[c:9]([CH2:13][CH2:14][CH2:15][CH2:16][CH2:17][CH2:18][CH2:19][CH2:20][CH2:21][CH2:22][CH2:23][CH2:24][CH2:25][CH2:26][CH3:27])[cH:10][cH:11][cH:12]1. The reactants are CCCCCCCCCCCCCCCc1cccc(OCC)c1C(=O)O, CN(C)C=O, CCCCCC, O=S(Cl)Cl.